From a dataset of the Open Reaction Database (ORD), a public repository of structured organic reaction records. describe an organic reaction: reactants, conditions, products, and yield Starting materials: NC1=C(C=C(C(=O)O)C=C1)F (4-amino-3-fluorobenzoic acid), B(F)(F)F.CCOCC (boron trifluoride etherate). Run in C(C)O (ethyl alcohol). Product: NC1=C(C=C(C(=O)OCC)C=C1)F (ethyl 4-amino-3-fluorobenzoate). As a reaction SMILES: [NH2:1][C:2]1[CH:10]=[CH:9][C:5]([C:6]([OH:8])=[O:7])=[CH:4][C:3]=1[F:11].B(F)(F)F.[CH3:16][CH2:17]OCC>C(O)C>[NH2:1][C:2]1[CH:10]=[CH:9][C:5]([C:6]([O:8][CH2:16][CH3:17])=[O:7])=[CH:4][C:3]=1[F:11] |f:1.2|. Reported procedure: A solution of 15.0 g of 4-amino-3-fluorobenzoic acid 150 ml of anhydrous ethyl alcohol and 5 ml of boron trifluoride etherate is heated to reflux for 20 hours. Most of the solvent is then removed and 200 ml of water added and the mixture extracted with chloroform. The chloroform extract is washed with an aqueous solution of sodium bicarbonate dried over sodium sulfate and the solvent evaporated to yield an off-white solid which upon recrystallization from ethanolhexane yields ethyl 4-amino-3-flu... Starting materials: ClC=1C=C2C(CCOC2=CC1OC1=CC=C(C=C1)C(NCCC1=CC(=CC=C1)OC1=CC=CC=C1)=O)C(=O)OCC (Ethyl 6-chloro-7-(4-(3-phenoxyphenethylcarbamoyl)phenoxy)chroman-4-carboxylate), [OH-].[Na+] (sodium hydroxide), C1CCOC1 (THF), Cl (hydrochloric acid). The solvent is C(C)(=O)OCC (ethyl acetate), C(C)O (Ethanol). The product is ClC=1C=C2C(CCOC2=CC1OC1=CC=C(C=C1)C(NCCC1=CC(=CC=C1)OC1=CC=CC=C1)=O)C(=O)O (6-chloro-7-(4-(3-phenoxyphenethylcarbamoyl)phenoxy)chroman-4-carboxylic acid). The yield is 83.2%. Reaction SMILES: [Cl:1][C:2]1[CH:3]=[C:4]2[C:9](=[CH:10][C:11]=1[O:12][C:13]1[CH:18]=[CH:17][C:16]([C:19](=[O:36])[NH:20][CH2:21][CH2:22][C:23]3[CH:28]=[CH:27][CH:26]=[C:25]([O:29][C:30]4[CH:35]=[CH:34][CH:33]=[CH:32][CH:31]=4)[CH:24]=3)=[CH:15][CH:14]=1)[O:8][CH2:7][CH2:6][CH:5]2[C:37]([O:39]CC)=[O:38].[OH-].[Na+].C1COCC1.Cl>C(OCC)(=O)C.C(O)C>[Cl:1][C:2]1[CH:3]=[C:4]2[C:9](=[CH:10][C:11]=1[O:12][C:13]1[CH:14]=[CH:15][C:16]([C:19](=[O:36])[NH:20][CH2:21][CH2:22][C:23]3[CH:28]=[CH:27][CH:26]=[C:25]([O:29][C:30]4[CH:31]=[CH:32][CH:33]=[CH:34][CH:35]=4)[CH:24]=3)=[CH:17][CH:18]=1)[O:8][CH2:7][CH2:6][CH:5]2[C:37]([OH:39])=[O:38] |f:1.2|. Procedure: Ethyl 6-chloro-7-(4-(3-phenoxyphenethylcarbamoyl)phenoxy)chroman-4-carboxylate (71.6 mg, 0.125 mmol) was reacted with 1.0 molar sodium hydroxide (501 μl, 0.501 mmol) in a 3:1 THF:Ethanol solution (0.05 M). After 2 hours the reaction was diluted with ethyl acetate, neutralized with 1.0 molar hydrochloric acid (526 μl, 0.526 mmol) and partitioned between saturated aqueous sodium chloride. The organic layer was dried with sodium sulfate, filtered, concentrated, and dried under high vacuum to provid... Reactants: CCN(C(C)C)C(C)C, O=C(O)c1ncc(Cl)cc1NS(=O)(=O)c1ccc(Cl)c(C(F)(F)F)c1, CNc1cccc(Cl)c1. RXN SMILES: [CH:35]([N:36]([CH2:37][CH3:38])[CH:39]([CH3:40])[CH3:41])([CH3:42])[CH3:43].[Cl:1][c:2]1[cH:3][c:4]([NH:11][S:12](=[O:13])(=[O:14])[c:15]2[cH:16][c:17]([C:22]([F:23])([F:24])[F:25])[c:18]([Cl:21])[cH:19][cH:20]2)[c:5]([C:8](=[O:9])[OH:10])[n:6][cH:7]1.[Cl:26][c:27]1[cH:28][c:29]([NH:33][CH3:34])[cH:30][cH:31][cH:32]1>>[Cl:1][c:2]1[cH:3][c:4]([NH:11][S:12](=[O:13])(=[O:14])[c:15]2[cH:16][c:17]([C:22]([F:23])([F:24])[F:25])[c:18]([Cl:21])[cH:19][cH:20]2)[c:5]([C:8](=[O:9])[N:33]([c:29]2[cH:28][c:27]([Cl:26])[cH:32][cH:31][cH:30]2)[CH3:34])[n:6][cH:7]1. Yields the product CN(C(=O)c1ncc(Cl)cc1NS(=O)(=O)c1ccc(Cl)c(C(F)(F)F)c1)c1cccc(Cl)c1. Reactants: CCO, [NH4+], [OH-], N#Cc1ccnc2[nH]ncc12. The product is NCc1ccnc2[nH]ncc12. As a reaction SMILES: [CH3:12][CH2:13][OH:14].[NH4+:16].[OH-:15].[nH:1]1[n:2][cH:3][c:4]2[c:5]1[n:6][cH:7][cH:8][c:9]2[C:10]#[N:11]>>[nH:1]1[n:2][cH:3][c:4]2[c:5]1[n:6][cH:7][cH:8][c:9]2[CH2:10][NH2:11]. The reactants are CN(C)C=O, O=C1CCC(=O)N1Cl, O=Cc1cc(-c2ccccc2F)n(S(=O)(=O)c2cccnc2)c1, [Na+], O=C([O-])O. RXN SMILES: [CH3:37][N:38]([CH3:39])[CH:40]=[O:41].[Cl:24][N:25]1[C:26](=[O:27])[CH2:28][CH2:29][C:30]1=[O:31].[F:1][c:2]1[c:3](-[c:8]2[cH:9][c:10]([CH:22]=[O:23])[cH:11][n:12]2[S:13](=[O:14])(=[O:15])[c:16]2[cH:17][n:18][cH:19][cH:20][cH:21]2)[cH:4][cH:5][cH:6][cH:7]1.[Na+:32].[OH:33][C:34](=[O:35])[O-:36]>>[F:1][c:2]1[c:3](-[c:8]2[cH:9][c:10]([CH:22]=[O:23])[c:11]([Cl:24])[n:12]2[S:13](=[O:14])(=[O:15])[c:16]2[cH:17][n:18][cH:19][cH:20][cH:21]2)[cH:4][cH:5][cH:6][cH:7]1. Yields the product O=Cc1cc(-c2ccccc2F)n(S(=O)(=O)c2cccnc2)c1Cl. Starting materials: CNCC(O)C1=CC2(CCCC2)c2ccccc21, ClC(Cl)Cl, CCOC(=O)Cl, [Na+], [OH-], O. The product is CN(C)CC(O)C1=CC2(CCCC2)c2ccccc21. Reaction SMILES: [CH3:9][NH:10][CH2:11][CH:12]([OH:13])[C:14]1=[CH:15][C:16]2([CH2:17][CH2:18][CH2:19][CH2:20]2)[c:21]2[cH:22][cH:23][cH:24][cH:25][c:26]21.[CH:28]([Cl:29])([Cl:30])[Cl:31].[Cl:1][C:2]([O:3][CH2:4][CH3:5])=[O:6].[Na+:8].[OH-:7].[OH2:27]>>[CH3:2][N:10]([CH3:9])[CH2:11][CH:12]([OH:13])[C:14]1=[CH:15][C:16]2([CH2:17][CH2:18][CH2:19][CH2:20]2)[c:21]2[cH:22][cH:23][cH:24][cH:25][c:26]21.